Dataset: the Open Reaction Database (ORD), a public repository of structured organic reaction records. Task: describe an organic reaction: reactants, conditions, products, and yield Starting materials: NC1=NC=C(C=C1)I (2-amino-5-iodopyridine), BrCC(=O)C1=CC=C(C=C1)C=1C=NN(C1)C(=O)OC(C)(C)C (tert-butyl 4-[4-(2-bromoacetyl)phenyl]-1H-1-pyrazolecarboxylate), C(O)([O-])=O.[Na+] (sodium hydrogencarbonate). Run in C(C)O (ethanol). Yields the product IC=1C=CC=2N(C1)C=C(N2)C2=CC=C(C=C2)C=2C=NNC2 (6-Iodo-2-[4-(1H-4-pyrazolyl)phenyl]imidazo[1,2-a]pyridine). As a reaction SMILES: [NH2:1][C:2]1[CH:7]=[CH:6][C:5]([I:8])=[CH:4][N:3]=1.Br[CH2:10][C:11]([C:13]1[CH:18]=[CH:17][C:16]([C:19]2[CH:20]=[N:21][N:22](C(OC(C)(C)C)=O)[CH:23]=2)=[CH:15][CH:14]=1)=O.C(=O)([O-])O.[Na+]>C(O)C>[I:8][C:5]1[CH:6]=[CH:7][C:2]2[N:3]([CH:10]=[C:11]([C:13]3[CH:18]=[CH:17][C:16]([C:19]4[CH:23]=[N:22][NH:21][CH:20]=4)=[CH:15][CH:14]=3)[N:1]=2)[CH:4]=1 |f:2.3|. Reported procedure: Subsequently, 2-amino-5-iodopyridine (478 mg) and tert-butyl 4-[4-(2-bromoacetyl)phenyl]-1H-1-pyrazolecarboxylate mg) were dissolved in ethanol (20 mL), and sodium hydrogencarbonate (183 mg) was added to the solution, followed by refluxing for 16 hours. The precipitated matter was recovered through filtration and dried, to thereby yield the title compound (535 mg). The solvent is C(Cl)(Cl)Cl (CHCl3), C(Cl)(Cl)Cl (CHCl3), CCO (EtOH). As a reaction SMILES: [C:1]1([S:7]([N:10]2[C:14]3=[N:15][CH:16]=[C:17]([Br:19])[CH:18]=[C:13]3[C:12]([CH:20]=O)=[CH:11]2)(=[O:9])=[O:8])[CH:6]=[CH:5][CH:4]=[CH:3][CH:2]=1.NO.Cl.[N:25]1C=CC=CC=1.[O-]S([O-])(=O)=O.[Mg+2].[Se](=O)=O>C(Cl)(Cl)Cl.CCO>[C:1]1([S:7]([N:10]2[C:14]3=[N:15][CH:16]=[C:17]([Br:19])[CH:18]=[C:13]3[C:12]([C:20]#[N:25])=[CH:11]2)(=[O:9])=[O:8])[CH:6]=[CH:5][CH:4]=[CH:3][CH:2]=1 |f:1.2,4.5|. Yields the product C1(=CC=CC=C1)S(=O)(=O)N1C=C(C=2C1=NC=C(C2)Br)C#N (1-Benzenesulfonyl-5-bromo-1H-pyrrolo[2,3-b]pyridine-3-carbonitrile). Run at time 6 hour. Procedure details: To a refluxing mixture of 7 (6.00 g, 16.4 mmol), CHCl3 (30 mL), EtOH (12 mL) and NH2OH.HCl (2.28 g, 32.9 mmol) was added dropwise a solution of pyridine (2.66 mL, 32.9 mmol) in CHCl3 (9 mL). When the addition was complete, a Soxhlet extractor containing MgSO4 was attached and the refluxing continued for 6 h. Selenium dioxide (2.73 g, 24.6 mmol) was then added portionwise over 1 h during reflux. Each time selenium dioxide was added an exothermic reaction occurred. When the addition was complete t... Reactants: SeO2, [O-]S(=O)(=O)[O-].[Mg+2] (MgSO4), N1=CC=CC=C1 (pyridine), [Se](=O)=O (Selenium dioxide), C1(=CC=CC=C1)S(=O)(=O)N1C=C(C=2C1=NC=C(C2)Br)C=O (1-Benzenesulfonyl-5-bromo-1H-pyrrolo[2,3-b]pyridine-3-carbaldehyde), NO.Cl (NH2OH.HCl), [Se](=O)=O (selenium dioxide). Isolated yield 64.0%. The reactants are [Br-], C1CCOC1, CON(C)C(=O)c1cn(Cc2cccc(Br)n2)c2ccccc2c1=O, COc1ccc([Mg+])cc1. Product: COc1ccc(C(=O)c2cn(Cc3cccc(Br)n3)c3ccccc3c2=O)cc1. Reaction SMILES: [Br-:26].[CH2:36]1[O:37][CH2:38][CH2:39][CH2:40]1.[CH3:1][O:2][N:3]([C:4](=[O:5])[c:6]1[cH:7][n:8]([CH2:17][c:18]2[n:19][c:20]([Br:24])[cH:21][cH:22][cH:23]2)[c:9]2[cH:10][cH:11][cH:12][cH:13][c:14]2[c:15]1=[O:16])[CH3:25].[CH3:27][O:28][c:29]1[cH:30][cH:31][c:32]([Mg+:35])[cH:33][cH:34]1>>[C:4](=[O:5])([c:6]1[cH:7][n:8]([CH2:17][c:18]2[n:19][c:20]([Br:24])[cH:21][cH:22][cH:23]2)[c:9]2[cH:10][cH:11][cH:12][cH:13][c:14]2[c:15]1=[O:16])[c:32]1[cH:31][cH:30][c:29]([O:28][CH3:27])[cH:34][cH:33]1. Reactants: C1(=CC=CC=C1)CN1CCCCC1 (1-(phenylmethyl)piperidine), [Cl-].C1(=CC=CC=C1)PC1=CC=CC=C1 (diphenylphosphine chloride), C(CCC)[Li] (butyl lithium). The solvent is CCOCC (ether), CCOCC (ether), CCCCCC (hexane). Reaction conditions: time 1 hour. Yields the product C1(=CC=CC=C1)P(C1=C(C=CC=C1)CN1CCCCC1)C1=CC=CC=C1 (diphenyl[2-(1-piperidinylmethyl)phenyl]phosphine). RXN SMILES: [C:1]1([CH2:7][N:8]2[CH2:13][CH2:12][CH2:11][CH2:10][CH2:9]2)[CH:6]=[CH:5][CH:4]=[CH:3][CH:2]=1.C([Li])CCC.[Cl-].[C:20]1([PH:26][C:27]2[CH:32]=[CH:31][CH:30]=[CH:29][CH:28]=2)[CH:25]=[CH:24][CH:23]=[CH:22][CH:21]=1>CCCCCC.CCOCC>[C:27]1([P:26]([C:20]2[CH:21]=[CH:22][CH:23]=[CH:24][CH:25]=2)[C:2]2[CH:3]=[CH:4][CH:5]=[CH:6][C:1]=2[CH2:7][N:8]2[CH2:13][CH2:12][CH2:11][CH2:10][CH2:9]2)[CH:28]=[CH:29][CH:30]=[CH:31][CH:32]=1 |f:2.3|. Procedure details: An 8.77 g portion of 1-(phenylmethyl)piperidine was mixed with 200 ml of ether under argon. A 27 ml portion of 2.6N butyl lithium in hexane was added, this mixture was allowed to stand one hour, then a solution of 12.6 ml of diphenylphosphine chloride in 50 ml of ether was added dropwise. This mixture was stirred 48 hours, then the ether layer was separated, washed with water, then extracted twice with 100 ml of water containing 8 ml of hydrochloric acid followed by water. The aqueous extracts w... Starting materials: N1=CC=CC=C1 (pyridine), C(C1=CC=CC=C1)(=O)Cl (benzoyl chloride). Product: N1C=CC=CC2=C1C=CC=C2 (benzazepine), product. RXN SMILES: [C:1](Cl)(=O)[C:2]1[CH:7]=[CH:6][CH:5]=[CH:4][CH:3]=1.[N:10]1C=C[CH:13]=[CH:12][CH:11]=1>>[NH:10]1[C:3]2[CH:4]=[CH:5][CH:6]=[CH:7][C:2]=2[CH:1]=[CH:13][CH:12]=[CH:11]1. Procedure: As described for Example 1, 5 mmol of 4- (2-methylbenzoyl)amino!benzoyl chloride is reacted with 5 mmol of 5,6-dihydro-7H-pyrimido 5,4-d! 1!benzazepine in pyridine to give the product as a solid.